From a dataset of the Open Reaction Database (ORD), a public repository of structured organic reaction records. describe an organic reaction: reactants, conditions, products, and yield The reactants are CC(C)(O)C(=O)O, Cl, CN(C(=O)N(C)C1CN(C(=O)C2CCNCC2)CC1c1ccc(F)cc1)c1cc(C(F)(F)F)cc(C(F)(F)F)c1. The product is CN(C(=O)N(C)C1CN(C(=O)C2CCN(C(=O)C(C)(C)O)CC2)CC1c1ccc(F)cc1)c1cc(C(F)(F)F)cc(C(F)(F)F)c1. As a reaction SMILES: [CH3:42][C:43]([CH3:44])([OH:45])[C:46]([OH:47])=[O:48].[ClH:1].[F:2][C:3]([c:4]1[cH:5][c:6]([N:14]([C:15](=[O:16])[N:17]([CH3:18])[CH:19]2[CH2:20][N:21]([C:31](=[O:32])[CH:33]3[CH2:34][CH2:35][NH:36][CH2:37][CH2:38]3)[CH2:22][CH:23]2[c:24]2[cH:25][cH:26][c:27]([F:30])[cH:28][cH:29]2)[CH3:39])[cH:7][c:8]([C:10]([F:11])([F:12])[F:13])[cH:9]1)([F:40])[F:41]>>[F:2][C:3]([c:4]1[cH:5][c:6]([N:14]([C:15](=[O:16])[N:17]([CH3:18])[CH:19]2[CH2:20][N:21]([C:31](=[O:32])[CH:33]3[CH2:34][CH2:35][N:36]([C:46]([C:43]([CH3:42])([CH3:44])[OH:45])=[O:47])[CH2:37][CH2:38]3)[CH2:22][CH:23]2[c:24]2[cH:25][cH:26][c:27]([F:30])[cH:28][cH:29]2)[CH3:39])[cH:7][c:8]([C:10]([F:11])([F:12])[F:13])[cH:9]1)([F:40])[F:41]. The reactants are C=CCCCCBr, CS(C)=O, [H-], [Na+], O, Cn1cnc2c1c(=O)[nH]c(=O)n2C. Product: C=CCCCCn1c(=O)c2c(ncn2C)n(C)c1=O. Reaction SMILES: [Br:1][CH2:2][CH2:3][CH2:4][CH2:5][CH:6]=[CH2:7].[CH3:24][S:25]([CH3:26])=[O:27].[H-:8].[Na+:9].[OH2:23].[nH:10]1[c:11](=[O:12])[n:13]([CH3:14])[c:15]2[n:16][cH:17][n:18]([CH3:19])[c:20]2[c:21]1=[O:22]>>[CH2:2]([CH2:3][CH2:4][CH2:5][CH:6]=[CH2:7])[n:10]1[c:11](=[O:12])[n:13]([CH3:14])[c:15]2[n:16][cH:17][n:18]([CH3:19])[c:20]2[c:21]1=[O:22]. The reactants are O=C([O-])[O-], CS(C)=O, O=[N+]([O-])c1ccc(Cl)cn1, COC(=O)c1ccc(F)cc1O, [K+], [K+], O. Product: COC(=O)c1ccc(F)cc1Oc1ccc([N+](=O)[O-])nc1. Reaction SMILES: [C:23](=[O:24])([O-:25])[O-:26].[CH3:29][S:30](=[O:31])[CH3:32].[Cl:13][c:14]1[cH:15][cH:16][c:17]([N+:20](=[O:21])[O-:22])[n:18][cH:19]1.[F:1][c:2]1[cH:3][c:4]([OH:12])[c:5]([C:6](=[O:7])[O:8][CH3:9])[cH:10][cH:11]1.[K+:27].[K+:28].[OH2:33]>>[F:1][c:2]1[cH:3][c:4]([O:12][c:14]2[cH:15][cH:16][c:17]([N+:20](=[O:21])[O-:22])[n:18][cH:19]2)[c:5]([C:6](=[O:7])[O:8][CH3:9])[cH:10][cH:11]1.